From a dataset of the Open Reaction Database (ORD), a public repository of structured organic reaction records. describe an organic reaction: reactants, conditions, products, and yield Starting materials: FC1=C(C=C(C=C1)F)[C@@H]1N(CCC1)C=1C=CC=2N(N1)C(=CN2)NC(=O)N2C[C@H](N(CC2)C(=O)OC(C)(C)C)C ((R)-tert-butyl 4-(6-((R)-2-(2,5-difluorophenyl)pyrrolidin-1-yl)imidazo[1,2-b]pyridazin-3-ylcarbamoyl)-2-methylpiperazine-1-carboxylate), Cl (HCl). Reaction conditions: time 4 hour. Yields the product Cl.FC1=C(C=C(C=C1)F)[C@@H]1N(CCC1)C=1C=CC=2N(N1)C(=CN2)NC(=O)N2C[C@H](NCC2)C ((R)—N-(6-((R)-2-(2,5-difluorophenyl)pyrrolidin-1-yl)imidazo[1,2-b]pyridazin-3-yl)-3-methylpiperazine-1-carboxamide hydrochloride). Reaction SMILES: [F:1][C:2]1[CH:7]=[CH:6][C:5]([F:8])=[CH:4][C:3]=1[C@H:9]1[CH2:13][CH2:12][CH2:11][N:10]1[C:14]1[CH:15]=[CH:16][C:17]2[N:18]([C:20]([NH:23][C:24]([N:26]3[CH2:31][CH2:30][N:29](C(OC(C)(C)C)=O)[C@H:28]([CH3:39])[CH2:27]3)=[O:25])=[CH:21][N:22]=2)[N:19]=1.[ClH:40]>>[ClH:40].[F:1][C:2]1[CH:7]=[CH:6][C:5]([F:8])=[CH:4][C:3]=1[C@H:9]1[CH2:13][CH2:12][CH2:11][N:10]1[C:14]1[CH:15]=[CH:16][C:17]2[N:18]([C:20]([NH:23][C:24]([N:26]3[CH2:31][CH2:30][NH:29][C@H:28]([CH3:39])[CH2:27]3)=[O:25])=[CH:21][N:22]=2)[N:19]=1 |f:2.3|. Procedure: To a reaction vial containing (R)-tert-butyl 4-(6-((R)-2-(2,5-difluorophenyl)pyrrolidin-1-yl)imidazo[1,2-b]pyridazin-3-ylcarbamoyl)-2-methylpiperazine-1-carboxylate (Example 36; 12 mg, 0.022 mmol) was added 0.5 mL 4 N HCl (dioxane) solution in one portion. After stirring at ambient temperature for 4 hours, the reaction was concentrated. The resulting solid residue was treated with ether and concentrated again to yield the final product salt form as a pale-yellowish powder. MS (apci) m/z=442.2 (M...